Dataset: the Open Reaction Database (ORD), a public repository of structured organic reaction records. Task: describe an organic reaction: reactants, conditions, products, and yield Procedure: 5-bromo-3-[1-(2-chloro-3,6-difluoro-phenyl)-2-methyl-propoxy]-pyrazin-2-ylamine was prepared following procedure 2 from 1-(2-chloro-3,6-difluoro-phenyl)-2-methyl-propan-1-ol and 3,5-dibromo-pyrazin-2-ylamine. Reactants: ClC1=C(C(=CC=C1F)F)C(C(C)C)O (1-(2-chloro-3,6-difluoro-phenyl)-2-methyl-propan-1-ol), BrC=1C(=NC=C(N1)Br)N (3,5-dibromo-pyrazin-2-ylamine). The product is BrC=1N=C(C(=NC1)N)OC(C(C)C)C1=C(C(=CC=C1F)F)Cl (5-bromo-3-[1-(2-chloro-3,6-difluoro-phenyl)-2-methyl-propoxy]-pyrazin-2-ylamine). RXN SMILES: [Cl:1][C:2]1[C:7]([F:8])=[CH:6][CH:5]=[C:4]([F:9])[C:3]=1[CH:10]([OH:14])[CH:11]([CH3:13])[CH3:12].Br[C:16]1[C:17]([NH2:23])=[N:18][CH:19]=[C:20]([Br:22])[N:21]=1>>[Br:22][C:20]1[N:21]=[C:16]([O:14][CH:10]([C:3]2[C:4]([F:9])=[CH:5][CH:6]=[C:7]([F:8])[C:2]=2[Cl:1])[CH:11]([CH3:12])[CH3:13])[C:17]([NH2:23])=[N:18][CH:19]=1.